From a dataset of the Open Reaction Database (ORD), a public repository of structured organic reaction records. describe an organic reaction: reactants, conditions, products, and yield Reactants: ON=Cc1ccc(Br)cn1, C1CCOC1, C=CCO. As a reaction SMILES: [Br:1][c:2]1[cH:3][cH:4][c:5]([CH:8]=[N:9][OH:10])[n:6][cH:7]1.[O:15]1[CH2:16][CH2:17][CH2:18][CH2:19]1.[OH:11][CH2:12][CH:13]=[CH2:14]>>[Br:1][c:2]1[cH:3][cH:4][c:5]([C:8]2=[N:9][O:10][CH:13]([CH2:12][OH:11])[CH2:14]2)[n:6][cH:7]1. Product: OCC1CC(c2ccc(Br)cn2)=NO1.